This data is from the Open Reaction Database (ORD), a public repository of structured organic reaction records. The task is: describe an organic reaction: reactants, conditions, products, and yield Reactants: FC(S(=O)(=O)OS(=O)(=O)C(F)(F)F)(F)F (Trifluoromethane sulfonic anhydride), N1=CC=CC=C1 (pyridine), COC(CC1=CC=C(C=C1)O)=O ((4-hydroxy-phenyl)-acetic acid methyl ester). Solvent: C(C)OCC (diethyl ether). Conditions: temperature -40 celsius, time 10 minute. Product: C1=C(C=CC2=CC=CC=C12)C1=CC=C(C=C1)CC(=O)O ((4-Naphthalen-2-yl-phenyl)-acetic acid). As a reaction SMILES: FC(F)(F)S(OS(C(F)(F)F)(=O)=O)(=O)=O.N1[CH:21]=[CH:20][CH:19]=[CH:18][CH:17]=1.C[O:23][C:24](=[O:33])[CH2:25][C:26]1[CH:31]=[CH:30][C:29](O)=[CH:28][CH:27]=1>C(OCC)C>[CH:17]1[C:21]2[C:21](=[CH:17][CH:18]=[CH:19][CH:20]=2)[CH:20]=[CH:19][C:18]=1[C:29]1[CH:30]=[CH:31][C:26]([CH2:25][C:24]([OH:23])=[O:33])=[CH:27][CH:28]=1. Procedure: Trifluoromethane sulfonic anhydride (32.2 mmol) was added dropwise over 5 minutes to a −40° C. pyridine (70 mL) solution of (4-hydroxy-phenyl)-acetic acid methyl ester (5.35 g, 32.2 mmol). The reaction was stirred at −40° C. for 10 minutes and then at 0° C. for 2 hours. The reaction was diluted with diethyl ether and washed with water and 2N hydrochloric acid. The organic portion was dried over magnesium sulfate and concentrated in vacuo. The crude residue was chromatographed on a Biotage Flash ... The reactants are aminopropyl, C1=CC(=CC(=C1)Cl)C(=O)OO (mCPBA), C1(CC1)NC(=O)C=1C=C(C(=C(C1)C1=NC=C(C(=O)NCC(C)(C)C)C=C1)C)F (6-(5-cyclopropylcarbamoyl-3-fluoro-2-methyl-phenyl)-N-(2,2-dimethylpropyl)-nicotinamide), C1(CC1)NC(=O)C=1C=C(C(=C(C1)C1=NC=C(C(=O)NCC(C)(C)C)C=C1)C)F (6-(5-cyclopropylcarbamoyl-3-fluoro-2-methyl-phenyl)-N-(2,2-dimethylpropyl)-nicotinamide). Solvent: C(Cl)(Cl)Cl (chloroform), CO (methanol). Reaction conditions: temperature 60 celsius. The product is C1(CC1)NC(=O)C=1C=C(C(=C(C1)C1=CC=C(C=[N+]1[O-])C(=O)NCC(C)(C)C)C)F (6-{5-[(cyclopropylamino)carbonyl]-3-fluoro-2-methylphenyl}-N-(2,2-dimethylpropyl)-3-pyridinecarboxamide 1-oxide). Reaction SMILES: C1C=C(Cl)C=C(C(OO)=[O:9])C=1.[CH:12]1([NH:15][C:16]([C:18]2[CH:19]=[C:20]([F:39])[C:21]([CH3:38])=[C:22]([C:24]3[CH:37]=[CH:36][C:27]([C:28]([NH:30][CH2:31][C:32]([CH3:35])([CH3:34])[CH3:33])=[O:29])=[CH:26][N:25]=3)[CH:23]=2)=[O:17])[CH2:14][CH2:13]1>C(Cl)(Cl)Cl.CO>[CH:12]1([NH:15][C:16]([C:18]2[CH:19]=[C:20]([F:39])[C:21]([CH3:38])=[C:22]([C:24]3[N+:25]([O-:9])=[CH:26][C:27]([C:28]([NH:30][CH2:31][C:32]([CH3:35])([CH3:34])[CH3:33])=[O:29])=[CH:36][CH:37]=3)[CH:23]=2)=[O:17])[CH2:14][CH2:13]1. Reported procedure: mCPBA (57-86%, 80 mg) was added to a solution of 6-(5-cyclopropylcarbamoyl-3-fluoro-2-methyl-phenyl)-N-(2,2-dimethylpropyl)-nicotinamide (Intermediate 29, 100 mg) in chloroform (4 ml) at 60° C. and the reaction maintained at 60° C. for 7 hrs. The reaction was allowed to cool, diluted with methanol, and passed through an aminopropyl SPE (2 g) and an SCX SPE (0.5 g). The filtrate was reduced to dryness under vacuum and the residue triturated with ether to give 6-{5-[(cyclopropylamino)carbonyl]-3-f... Reactants: [BH4-], [BH4-], CCOC(=O)c1cn2c(C)c(CC)c(OC)nc2n1, [Li+], C1CCOC1. Yields the product CCc1c(OC)nc2nc(CO)cn2c1C. RXN SMILES: [BH4-:1].[BH4-:22].[CH2:3]([CH3:4])[c:5]1[c:6]([O:20][CH3:21])[n:7][c:8]2[n:9]([c:10]1[CH3:11])[cH:12][c:13]([C:15](=[O:16])[O:17][CH2:18][CH3:19])[n:14]2.[Li+:2].[O:23]1[CH2:24][CH2:25][CH2:26][CH2:27]1>>[CH2:3]([CH3:4])[c:5]1[c:6]([O:20][CH3:21])[n:7][c:8]2[n:9]([c:10]1[CH3:11])[cH:12][c:13]([CH2:15][OH:16])[n:14]2. Starting materials: CC(C)(C)c1ccc(C=O)cc1, CC(=O)O, CO, CCC=O, [K+], [OH-]. Product: CC(C=O)=Cc1ccc(C(C)(C)C)cc1. As a reaction SMILES: [C:1]([CH3:2])([CH3:3])([CH3:4])[c:5]1[cH:6][cH:7][c:8]([CH:9]=[O:10])[cH:11][cH:12]1.[CH3:19][C:20](=[O:21])[OH:22].[CH3:23][OH:24].[CH:15]([CH2:16][CH3:17])=[O:18].[K+:14].[OH-:13]>>[C:1]([CH3:2])([CH3:3])([CH3:4])[c:5]1[cH:6][cH:7][c:8]([CH:9]=[C:16]([CH:15]=[O:18])[CH3:17])[cH:11][cH:12]1.